This data is from the Open Reaction Database (ORD), a public repository of structured organic reaction records. The task is: describe an organic reaction: reactants, conditions, products, and yield The reactants are CI, CC(=O)c1c(C2CCNCC2)nc2c(-c3ccc(-c4ccccc4)nc3)cnn2c1N, CN(C)C=O. Product: CC(=O)c1c(C2CCN(C)CC2)nc2c(-c3ccc(-c4ccccc4)nc3)cnn2c1N. Reaction SMILES: [CH3:32][I:33].[NH2:1][c:2]1[c:3]([C:29]([CH3:30])=[O:31])[c:4]([CH:23]2[CH2:24][CH2:25][NH:26][CH2:27][CH2:28]2)[n:5][c:6]2[n:7]1[n:8][cH:9][c:10]2-[c:11]1[cH:12][n:13][c:14](-[c:17]2[cH:18][cH:19][cH:20][cH:21][cH:22]2)[cH:15][cH:16]1.[O:34]=[CH:35][N:36]([CH3:37])[CH3:38]>>[NH2:1][c:2]1[c:3]([C:29]([CH3:30])=[O:31])[c:4]([CH:23]2[CH2:24][CH2:25][N:26]([CH3:32])[CH2:27][CH2:28]2)[n:5][c:6]2[n:7]1[n:8][cH:9][c:10]2-[c:11]1[cH:12][n:13][c:14](-[c:17]2[cH:18][cH:19][cH:20][cH:21][cH:22]2)[cH:15][cH:16]1. Starting materials: O (Water), [Si](C1=CC=CC=C1)(C1=CC=CC=C1)(C(C)(C)C)OCC1=CC(=NC=N1)C(CC(=O)OCC)C1CC1 (ethyl 3-(6-(((tert-butyldiphenylsilyl)oxy)methyl)pyrimidin-4-yl)-3-cyclopropylpropanoate), solution, [F-].C(CCC)[N+](CCCC)(CCCC)CCCC (tetrabutylammonium fluoride). Run in C1CCOC1 (THF), C1CCOC1 (THF). Conditions: time 5 minute. Product: C1(CC1)C(CC(=O)OCC)C1=NC=NC(=C1)CO (ethyl 3-cyclopropyl-3-(6-(hydroxymethyl)pyrimidin-4-yl)propanoate). Isolated yield 71.1%. RXN SMILES: [Si]([O:18][CH2:19][C:20]1[N:25]=[CH:24][N:23]=[C:22]([CH:26]([CH:33]2[CH2:35][CH2:34]2)[CH2:27][C:28]([O:30][CH2:31][CH3:32])=[O:29])[CH:21]=1)(C(C)(C)C)(C1C=CC=CC=1)C1C=CC=CC=1.[F-].C([N+](CCCC)(CCCC)CCCC)CCC.O>C1COCC1>[CH:33]1([CH:26]([C:22]2[CH:21]=[C:20]([CH2:19][OH:18])[N:25]=[CH:24][N:23]=2)[CH2:27][C:28]([O:30][CH2:31][CH3:32])=[O:29])[CH2:34][CH2:35]1 |f:1.2|. Procedure details: To a solution of ethyl 3-(6-(((tert-butyldiphenylsilyl)oxy)methyl)pyrimidin-4-yl)-3-cyclopropylpropanoate (6.70 g) in THF (50 mL) was added a 1.0 M solution of tetrabutylammonium fluoride in THF (27.4 mL) at room temperature, and the mixture was directly stirred for 5 min. Water was added to the reaction mixture at room temperature, and the mixture was extracted with ethyl acetate. The extract was washed with water and saturated brine, and dried over anhydrous magnesium sulfate. The solvent was ... Starting materials: IC=1N=C(NC1I)CCC1=CC=C(C=C1)C1=NC=CC=C1 (2-{4-[2-(4,5-diiodo-1H-imidazol-2-yl)ethyl]phenyl}pyridine), S(=O)([O-])[O-].[Na+].[Na+] (sodium sulfite). Run in C(C)O (ethanol), O (water). Yields the product IC=1N=C(NC1)CCC1=CC=C(C=C1)C1=NC=CC=C1 (2-{4-[2-(4-iodo-1H-imidazol-2-yl)ethyl]phenyl}pyridine). As a reaction SMILES: [I:1][C:2]1[N:3]=[C:4]([CH2:8][CH2:9][C:10]2[CH:15]=[CH:14][C:13]([C:16]3[CH:21]=[CH:20][CH:19]=[CH:18][N:17]=3)=[CH:12][CH:11]=2)[NH:5][C:6]=1I.S([O-])([O-])=O.[Na+].[Na+]>C(O)C.O>[I:1][C:2]1[N:3]=[C:4]([CH2:8][CH2:9][C:10]2[CH:11]=[CH:12][C:13]([C:16]3[CH:21]=[CH:20][CH:19]=[CH:18][N:17]=3)=[CH:14][CH:15]=2)[NH:5][CH:6]=1 |f:1.2.3|. Procedure: A solution of 2-{4-[2-(4,5-diiodo-1H-imidazol-2-yl)ethyl]phenyl}pyridine (11.2 g, 22.4 mmol) and sodium sulfite (3.1 g, 24.7 mmol) in ethanol (200 mL) and water (200 mL) was heated at 100° C. for 2 days. The reaction mixture was concentrated to half its original volume and partitioned between ethyl acetate and water. The organic phase was separated and concentrated in vacuo to afford 2-{4-[2-(4-iodo-1H-imidazol-2-yl)ethyl]phenyl}pyridine, which was used without further purification.